Dataset: the Open Reaction Database (ORD), a public repository of structured organic reaction records. Task: describe an organic reaction: reactants, conditions, products, and yield Reactants: C, CO, [Pd], Cc1ccc2c(c1)N(CC(=O)c1ccccc1C)C(=O)C(NC(=O)OC(C)(C)C)CN2C1C=CCCC1. The product is Cc1ccc2c(c1)N(CC(=O)c1ccccc1C)C(=O)C(NC(=O)OC(C)(C)C)CN2C1CCCCC1. As a reaction SMILES: [C:40].[CH3:38][OH:39].[Pd:41].[c:1]1([CH3:37])[c:2]([C:7](=[O:8])[CH2:9][N:10]2[C:11](=[O:36])[CH:12]([NH:28][C:29](=[O:30])[O:31][C:32]([CH3:33])([CH3:34])[CH3:35])[CH2:13][N:14]([CH:22]3[CH:23]=[CH:24][CH2:25][CH2:26][CH2:27]3)[c:15]3[c:16]2[cH:17][c:18]([CH3:21])[cH:19][cH:20]3)[cH:3][cH:4][cH:5][cH:6]1>>[c:1]1([CH3:37])[c:2]([C:7](=[O:8])[CH2:9][N:10]2[C:11](=[O:36])[CH:12]([NH:28][C:29](=[O:30])[O:31][C:32]([CH3:33])([CH3:34])[CH3:35])[CH2:13][N:14]([CH:22]3[CH2:23][CH2:24][CH2:25][CH2:26][CH2:27]3)[c:15]3[c:16]2[cH:17][c:18]([CH3:21])[cH:19][cH:20]3)[cH:3][cH:4][cH:5][cH:6]1. The product is CC(C)(C)OC(=O)N1CCC(n2ncc3c(Oc4ccccc4F)ncnc32)CC1. Reactants: CC(C)(C)OC(=O)N1CCC(n2ncc3c(Cl)ncnc32)CC1, CC#N, Oc1ccccc1F. As a reaction SMILES: [C:1]([CH3:2])([CH3:3])([CH3:4])[O:5][C:6](=[O:7])[N:8]1[CH2:9][CH2:10][CH:11]([n:14]2[n:15][cH:16][c:17]3[c:18]2[n:19][cH:20][n:21][c:22]3[Cl:23])[CH2:12][CH2:13]1.[CH3:32][C:33]#[N:34].[F:24][c:25]1[c:26]([OH:31])[cH:27][cH:28][cH:29][cH:30]1>>[C:1]([CH3:2])([CH3:3])([CH3:4])[O:5][C:6](=[O:7])[N:8]1[CH2:9][CH2:10][CH:11]([n:14]2[n:15][cH:16][c:17]3[c:18]2[n:19][cH:20][n:21][c:22]3[O:31][c:26]2[c:25]([F:24])[cH:30][cH:29][cH:28][cH:27]2)[CH2:12][CH2:13]1. Run at temperature 40 celsius, time 3 day. Run in CN(C=O)C (N,N-dimethylformamide). Starting materials: [Cl-].[NH4+] (ammonium chloride), C(C1=CC=CC=C1)OC=1C(=C(C=O)C=CC1)O (3-benzyloxy-2-hydroxy-benzaldehyde), C([O-])([O-])=O.[Cs+].[Cs+] (cesium carbonate), C1(CC1)CBr (cyclopropylmethyl bromide). RXN SMILES: [CH2:1]([O:8][C:9]1[C:10]([OH:17])=[C:11]([CH:14]=[CH:15][CH:16]=1)[CH:12]=[O:13])[C:2]1[CH:7]=[CH:6][CH:5]=[CH:4][CH:3]=1.C(=O)([O-])[O-].[Cs+].[Cs+].[CH:24]1([CH2:27]Br)[CH2:26][CH2:25]1.[Cl-].[NH4+]>CN(C)C=O>[CH2:1]([O:8][C:9]1[C:10]([O:17][CH2:27][CH:24]2[CH2:26][CH2:25]2)=[C:11]([CH:14]=[CH:15][CH:16]=1)[CH:12]=[O:13])[C:2]1[CH:3]=[CH:4][CH:5]=[CH:6][CH:7]=1 |f:1.2.3,5.6|. Procedure: To a mixture of 3-benzyloxy-2-hydroxy-benzaldehyde (129, 1.0 g, 4.38 mmol) and cesium carbonate (2.14 g, 6.57 mmol) in N,N-dimethylformamide (50 mL), cyclopropylmethyl bromide (1.77 g, 13.1 mmol) was added at room temperature. The mixture was stirred at 40° C. for 3 days. The reaction mixture was poured into a solution of saturated ammonium chloride and was extracted with ethyl acetate. The organic layer was collected, washed with brine, and dried over magnesium sulfate. After removal of solvent... The product is C(C1=CC=CC=C1)OC=1C(=C(C=O)C=CC1)OCC1CC1 (3-benzyloxy-2-cyclopropylmethoxy-benzaldehyde). Reactants: COc1ccc(-c2cc3n(n2)C(=O)c2ccccc2-3)cc1, CO, Cl, [Na+], [OH-], O. The product is COc1ccc(-c2cc(-c3ccccc3C(=O)O)n[nH]2)cc1. RXN SMILES: [CH3:1][O:2][c:3]1[cH:4][cH:5][c:6](-[c:9]2[n:10][n:11]3[c:12]([cH:21]2)-[c:13]2[cH:14][cH:15][cH:16][cH:17][c:18]2[C:19]3=[O:20])[cH:7][cH:8]1.[CH3:26][OH:27].[ClH:25].[Na+:24].[OH-:23].[OH2:22]>>[CH3:1][O:2][c:3]1[cH:4][cH:5][c:6](-[c:9]2[nH:10][n:11][c:12](-[c:13]3[cH:14][cH:15][cH:16][cH:17][c:18]3[C:19](=[O:20])[OH:22])[cH:21]2)[cH:7][cH:8]1. Product: ClC=1C=C(C=C(C1OC(NC)=O)COC)NC(OC(C)C)=O (isopropyl N-(3-chloro- 4-methylcarbamoyloxy-5-methoxymethylphenyl)carbamate). The solvent is C1(=CC=CC=C1)C (toluene). Reactants: ClC=1C=C(N)C=C(C1OC(NC)=O)COC (3-Chloro-4-methylcarbamoyloxy-5-methoxymethylaniline), C(C)N(C1=CC=CC=C1)CC (N,N-diethylaniline), ClC(=O)OC(C)C (isopropyl chloroformate), resultant mixture, resultant solution, ice water. RXN SMILES: [Cl:1][C:2]1[CH:3]=[C:4]([CH:6]=[C:7]([CH2:14][O:15][CH3:16])[C:8]=1[O:9][C:10](=[O:13])[NH:11][CH3:12])[NH2:5].C(N(CC)C1C=CC=CC=1)C.Cl[C:29]([O:31][CH:32]([CH3:34])[CH3:33])=[O:30]>C1(C)C=CC=CC=1>[Cl:1][C:2]1[CH:3]=[C:4]([NH:5][C:29](=[O:30])[O:31][CH:32]([CH3:34])[CH3:33])[CH:6]=[C:7]([CH2:14][O:15][CH3:16])[C:8]=1[O:9][C:10](=[O:13])[NH:11][CH3:12]. Isolated yield 90.2%. Procedure: 3-Chloro-4-methylcarbamoyloxy-5-methoxymethylaniline (1.0 g) and N,N-diethylaniline (0.90 g) were dissolved in toluene (15 ml). To the resultant solution was dropwise added isopropyl chloroformate (0.75 g) in 5 minutes under ice-cooling. The resultant mixture was allowed to stand at room temperature for 12 hours, poured into ice-water and extracted with ethyl acetate. The extract was washed with water, dried over magnesium sulfate and concentrated under reduced pressure. The residue was purified... Run at time 12 hour. Starting materials: CC(=O)O, C1CCOC1, COC(=O)c1cccc(Oc2ccc(Cl)cc2Nc2ccnc3nc(C)ccc23)c1, [Li+], [OH-], O. Product: Cc1ccc2c(Nc3cc(Cl)ccc3Oc3cccc(C(=O)O)c3)ccnc2n1. As a reaction SMILES: [C:39]([OH:40])(=[O:41])[CH3:42].[CH2:31]1[O:32][CH2:33][CH2:34][CH2:35]1.[CH3:1][O:2][C:3]([c:4]1[cH:5][c:6]([O:10][c:11]2[c:12]([NH:18][c:19]3[cH:20][cH:21][n:22][c:23]4[n:24][c:25]([CH3:29])[cH:26][cH:27][c:28]34)[cH:13][c:14]([Cl:17])[cH:15][cH:16]2)[cH:7][cH:8][cH:9]1)=[O:30].[Li+:38].[OH-:37].[OH2:36]>>[O:2]=[C:3]([c:4]1[cH:5][c:6]([O:10][c:11]2[c:12]([NH:18][c:19]3[cH:20][cH:21][n:22][c:23]4[n:24][c:25]([CH3:29])[cH:26][cH:27][c:28]34)[cH:13][c:14]([Cl:17])[cH:15][cH:16]2)[cH:7][cH:8][cH:9]1)[OH:30]. Starting materials: [Cr](=O)(=O)([O-])Cl.[NH+]1=CC=CC=C1 (Pyridinium chlorochromate), [Si](C1=CC=CC=C1)(C1=CC=CC=C1)(C(C)(C)C)O[C@H]1C[C@@H]2CC[C@H]3[C@@H]4CC[C@@H]([C@@]4(C)CC[C@@H]3[C@]2(CC1)C)C#CC(C)O (4[3α-(t-butyldiphenylsilyloxy)-5α-androstan-17β-yl]-3-butyn-2-ol), [O-][Si](=O)[O-].[Mg+2] (florisil). The solvent is C(Cl)Cl (methylene chloride), ClCCl (dichloromethane). Run at time 3 hour. The product is [Si](C1=CC=CC=C1)(C1=CC=CC=C1)(C(C)(C)C)O[C@H]1C[C@@H]2CC[C@H]3[C@@H]4CC[C@@H]([C@@]4(C)CC[C@@H]3[C@]2(CC1)C)C#CC(C)=O (4[3α-(t-butyldiphenylsilyloxy)-5α-androstan-17β-yl]-3-butyn-2-one). RXN SMILES: [Cr](Cl)([O-])(=O)=O.[NH+]1C=CC=CC=1.[Si:12]([O:29][C@@H:30]1[CH2:47][CH2:46][C@@:45]2([CH3:48])[C@@H:32]([CH2:33][CH2:34][C@@H:35]3[C@@H:44]2[CH2:43][CH2:42][C@@:40]2([CH3:41])[C@H:36]3[CH2:37][CH2:38][C@@H:39]2[C:49]#[C:50][CH:51]([OH:53])[CH3:52])[CH2:31]1)([C:25]([CH3:28])([CH3:27])[CH3:26])([C:19]1[CH:24]=[CH:23][CH:22]=[CH:21][CH:20]=1)[C:13]1[CH:18]=[CH:17][CH:16]=[CH:15][CH:14]=1.[O-][Si]([O-])=O.[Mg+2]>ClCCl>[Si:12]([O:29][C@@H:30]1[CH2:47][CH2:46][C@@:45]2([CH3:48])[C@@H:32]([CH2:33][CH2:34][C@@H:35]3[C@@H:44]2[CH2:43][CH2:42][C@@:40]2([CH3:41])[C@H:36]3[CH2:37][CH2:38][C@@H:39]2[C:49]#[C:50][C:51](=[O:53])[CH3:52])[CH2:31]1)([C:25]([CH3:28])([CH3:27])[CH3:26])([C:19]1[CH:20]=[CH:21][CH:22]=[CH:23][CH:24]=1)[C:13]1[CH:14]=[CH:15][CH:16]=[CH:17][CH:18]=1 |f:0.1,3.4|. Procedure: Pyridinium chlorochromate (22 mg, 0.10 mmol) was added to anhydrous methylene chloride (1 mL) and to the resulting mixture was added a solution of 4[3α-(t-butyldiphenylsilyloxy)-5α-androstan-17β-yl]-3-butyn-2-ol (30 mg, 0.053 mmol) in dichloromethane (2.5 mL) and the resulting mixture was stirred for 3 h at RT. Subsequently the mixture was fitered through florisil, washed with ether and the solvent was removed in vavuo. Purification of the residue using flash column chromatography, petroleum eth...